From a dataset of the Open Reaction Database (ORD), a public repository of structured organic reaction records. describe an organic reaction: reactants, conditions, products, and yield Reactants: COCCBr, O=C([O-])[O-], CS(C)=O, [Cl-], O=S1(=O)NCC(O)c2cc(Cl)sc21, [K+], [K+], [Na+]. Product: COCCN1CC(O)c2cc(Cl)sc2S1(=O)=O. RXN SMILES: [Br:20][CH2:21][CH2:22][O:23][CH3:24].[C:14](=[O:15])([O-:16])[O-:17].[CH3:27][S:28]([CH3:29])=[O:30].[Cl-:26].[Cl:1][c:2]1[cH:3][c:4]2[c:9]([s:10]1)[S:8](=[O:11])(=[O:12])[NH:7][CH2:6][CH:5]2[OH:13].[K+:18].[K+:19].[Na+:25]>>[Cl:1][c:2]1[cH:3][c:4]2[c:9]([s:10]1)[S:8](=[O:11])(=[O:12])[N:7]([CH2:21][CH2:22][O:23][CH3:24])[CH2:6][CH:5]2[OH:13]. The reactants are Cl, Cl, Cl, CC(C)NCC(O)c1ccc(N)c(F)c1. Yields the product CC(C)NCC(O)c1cc(F)c(N)c(Cl)c1. As a reaction SMILES: [Cl:18].[ClH:1].[ClH:2].[NH2:3][c:4]1[c:5]([F:17])[cH:6][c:7]([CH:10]([CH2:11][NH:12][CH:13]([CH3:14])[CH3:15])[OH:16])[cH:8][cH:9]1>>[Cl:1][c:9]1[c:4]([NH2:3])[c:5]([F:17])[cH:6][c:7]([CH:10]([CH2:11][NH:12][CH:13]([CH3:14])[CH3:15])[OH:16])[cH:8]1. Starting materials: C1=CC=C(C=C1)CS(=O)(=O)F (PMSF), C([C@H]([C@@H](CS)O)O)S (DTT), Cl.NCCCNCCCCNCCCN (spermine HCl), C1CN(CCN1CCO)CCS(=O)(=O)O (HEPES), [Mg+2].[Cl-].[Cl-] (MgCl2), Cl.OCC1([C@@H](O)[C@H](O)[C@H](O1)CO)NCCCNCCCCNCCCN (fructosyl-spermine HCl). Product: OCC1([C@@H](O)[C@H](O)[C@H](O1)CO)NCCCNCCCCNCCCN (fructosyl-spermine), NCCCNCCCCNCCCN (spermine). RXN SMILES: C1N(CCO)CCN(CCS(O)(=O)=O)C1.[Mg+2].[Cl-].[Cl-].C(S)[C@@H](O)[C@H](O)CS.C1C=CC(CS(F)(=O)=O)=CC=1.Cl.[OH:39][CH2:40][C:41]1([NH:50][CH2:51][CH2:52][CH2:53][NH:54][CH2:55][CH2:56][CH2:57][CH2:58][NH:59][CH2:60][CH2:61][CH2:62][NH2:63])[O:47][C@H:46]([CH2:48][OH:49])[C@@H:44]([OH:45])[C@@H:42]1[OH:43].Cl.[NH2:65][CH2:66][CH2:67][CH2:68][NH:69][CH2:70][CH2:71][CH2:72][CH2:73][NH:74][CH2:75][CH2:76][CH2:77][NH2:78]>>[OH:39][CH2:40][C:41]1([NH:50][CH2:51][CH2:52][CH2:53][NH:54][CH2:55][CH2:56][CH2:57][CH2:58][NH:59][CH2:60][CH2:61][CH2:62][NH2:63])[O:47][C@H:46]([CH2:48][OH:49])[C@@H:44]([OH:45])[C@@H:42]1[OH:43].[NH2:78][CH2:77][CH2:76][CH2:75][NH:74][CH2:73][CH2:72][CH2:71][CH2:70][NH:69][CH2:68][CH2:67][CH2:66][NH2:65] |f:1.2.3,6.7,8.9|. Procedure details: An assay buffer solution was prepared which was 100 mM HEPES pH 8.0, 10 mM ATP, 2 mM MgCl2, 5 mM DTT, 0.5 mM PMSF. A fructosyl-spermine stock solution was prepared which was 2 mM fructosyl-spermine HCl. A spermine control solution was prepared which was 2 mM spermine HCl. The reactants are CC(=O)Oc1ccc(Cl)cc1C(=O)O, CN(C)C=O, Cl, NC(Cc1ccccc1)C(=O)Nc1cc(C(F)(F)F)cc(C(F)(F)F)c1, On1nnc2ccccc21. Product: CC(=O)Oc1ccc(Cl)cc1C(=O)NC(Cc1ccccc1)C(=O)Nc1cc(C(F)(F)F)cc(C(F)(F)F)c1. RXN SMILES: [C:1]([CH3:2])(=[O:3])[O:4][c:5]1[c:6]([C:7](=[O:8])[OH:9])[cH:10][c:11]([Cl:14])[cH:12][cH:13]1.[CH3:52][N:53]([CH3:54])[CH:55]=[O:56].[ClH:51].[NH2:15][CH:16]([C:17](=[O:18])[NH:19][c:20]1[cH:21][c:22]([C:30]([F:31])([F:32])[F:33])[cH:23][c:24]([C:26]([F:27])([F:28])[F:29])[cH:25]1)[CH2:34][c:35]1[cH:36][cH:37][cH:38][cH:39][cH:40]1.[OH:41][n:42]1[c:43]2[cH:44][cH:45][cH:46][cH:47][c:48]2[n:49][n:50]1>>[C:1]([CH3:2])(=[O:3])[O:4][c:5]1[c:6]([C:7](=[O:9])[NH:15][CH:16]([C:17](=[O:18])[NH:19][c:20]2[cH:21][c:22]([C:30]([F:31])([F:32])[F:33])[cH:23][c:24]([C:26]([F:27])([F:28])[F:29])[cH:25]2)[CH2:34][c:35]2[cH:36][cH:37][cH:38][cH:39][cH:40]2)[cH:10][c:11]([Cl:14])[cH:12][cH:13]1. The reactants are CC[O-], CCO, N#Cc1cnc2ccc(I)cc2c1Cl, [Na+], O. Yields the product CCOc1c(C#N)cnc2ccc(I)cc12. As a reaction SMILES: [CH3:16][CH2:17][O-:18].[CH3:20][CH2:21][OH:22].[Cl:1][c:2]1[c:3]([C:13]#[N:14])[cH:4][n:5][c:6]2[cH:7][cH:8][c:9]([I:12])[cH:10][c:11]12.[Na+:15].[OH2:19]>>[c:2]1([O:18][CH2:17][CH3:16])[c:3]([C:13]#[N:14])[cH:4][n:5][c:6]2[cH:7][cH:8][c:9]([I:12])[cH:10][c:11]12. Reactants: CCOC(C)=O, Cl, C[Si](C)(C)CCN1C(=O)CN(c2ccc(Cc3ccccc3N)cc2OCc2ccccc2)S1(=O)=O, O=S(=O)(Cl)Cc1ccccc1, c1ccncc1. Yields the product C[Si](C)(C)CCN1C(=O)CN(c2ccc(Cc3ccccc3NS(=O)(=O)Cc3ccccc3)cc2OCc2ccccc2)S1(=O)=O. As a reaction SMILES: [CH3:55][CH2:56][O:57][C:58]([CH3:59])=[O:60].[ClH:48].[NH2:1][c:2]1[c:3]([CH2:4][c:5]2[cH:6][c:7]([O:25][CH2:26][c:27]3[cH:28][cH:29][cH:30][cH:31][cH:32]3)[c:8]([N:11]3[CH2:12][C:13](=[O:24])[N:14]([CH2:18][CH2:19][Si:20]([CH3:21])([CH3:22])[CH3:23])[S:15]3(=[O:16])=[O:17])[cH:9][cH:10]2)[cH:33][cH:34][cH:35][cH:36]1.[c:37]1([CH2:43][S:44](=[O:45])(=[O:46])[Cl:47])[cH:38][cH:39][cH:40][cH:41][cH:42]1.[cH:49]1[cH:50][cH:51][n:52][cH:53][cH:54]1>>[NH:1]([c:2]1[c:3]([CH2:4][c:5]2[cH:6][c:7]([O:25][CH2:26][c:27]3[cH:28][cH:29][cH:30][cH:31][cH:32]3)[c:8]([N:11]3[CH2:12][C:13](=[O:24])[N:14]([CH2:18][CH2:19][Si:20]([CH3:21])([CH3:22])[CH3:23])[S:15]3(=[O:16])=[O:17])[cH:9][cH:10]2)[cH:33][cH:34][cH:35][cH:36]1)[S:44]([CH2:43][c:37]1[cH:38][cH:39][cH:40][cH:41][cH:42]1)(=[O:45])=[O:46]. Starting materials: [I-].[Na+] (sodium iodide), ClCC1=NC2=CC(=C(C=C2C(=C1C(=O)OCC)C1=CC(=C(C=C1)OC)OC)OC)OC (ethyl 2-chloromethyl-6,7-dimethoxy-4-(3,4-dimethoxyphenyl)quinoline-3-carboxylate). Solvent: C(C)C(=O)C (methyl ethyl ketone). Reaction conditions: temperature 80 celsius, time 1 hour. Yields the product COC=1C=C2C(=C(C(=NC2=CC1OC)CI)C(=O)OCC)C1=CC(=C(C=C1)OC)OC (ethyl 6,7-dimethoxy-4-(3,4-dimethoxyphenyl)-2-iodomethylquinoline-3-carboxylate). Isolated yield 58.1%. Reaction SMILES: [I-:1].[Na+].Cl[CH2:4][C:5]1[C:14]([C:15]([O:17][CH2:18][CH3:19])=[O:16])=[C:13]([C:20]2[CH:25]=[CH:24][C:23]([O:26][CH3:27])=[C:22]([O:28][CH3:29])[CH:21]=2)[C:12]2[C:7](=[CH:8][C:9]([O:32][CH3:33])=[C:10]([O:30][CH3:31])[CH:11]=2)[N:6]=1>C(C(C)=O)C>[CH3:29][O:28][C:22]1[CH:21]=[C:20]2[C:25](=[CH:24][C:23]=1[O:26][CH3:27])[N:6]=[C:5]([CH2:4][I:1])[C:14]([C:15]([O:17][CH2:18][CH3:19])=[O:16])=[C:13]2[C:12]1[CH:7]=[CH:8][C:9]([O:32][CH3:33])=[C:10]([O:30][CH3:31])[CH:11]=1 |f:0.1|. Procedure details: A mixture of sodium iodide (1.68 g) and methyl ethyl ketone (15 ml) was stirred at 80° C. for 1 hour, and then ethyl 2-chloromethyl-6,7-dimethoxy-4-(3,4-dimethoxyphenyl)quinoline-3-carboxylate (2.0 g) was added thereto, and the resulting mixture was stirred at the same temperature for 12 hours. The insoluble solid was filtered off, and the filtrate was concentrated under reduced pressure. The residue was poured into water and extracted with ethyl acetate. The ethyl acetate layer was washed with ...